Dataset: the Open Reaction Database (ORD), a public repository of structured organic reaction records. Task: describe an organic reaction: reactants, conditions, products, and yield The reactants are [N+](=O)(O)[O-] (nitric acid), F (hydrofluoric acid), ClC(=C)CCl (2,3-dichloropropene). Run at time 1 hour. Yields the product ClC(C[N+](=O)[O-])(CCl)F (2,3-dichloro-2-fluoro-1-nitropropane). Reaction SMILES: [N+:1]([O-:4])(O)=[O:2].[Cl:5][C:6]([CH2:8][Cl:9])=[CH2:7].[FH:10]>>[Cl:5][C:6]([F:10])([CH2:8][Cl:9])[CH2:7][N+:1]([O-:4])=[O:2]. Procedure: To a mixture of 86 ml of anhydrous, 100% strength nitric acid and 300 ml of anhydrous hydrofluoric acid were added dropwise at -10° C. in the course of 3 hours 111 g (1 mol) of 2,3-dichloropropene. The reaction was slightly exothermic. After the dropwise addition had ceased, stirring was continued for a further 1 hour at -10° C. Then the mixture was poured on to ice and extracted using dichloromethane. The organic phase was washed with sodium hydrogencarbonate solution, dried over sodium sulphat... Reactants: C1(CCCC1)C(=O)Cl (cyclopentanecarbonyl chloride), [Cl-].[Al+3].[Cl-].[Cl-] (aluminum chloride), C1(=CC=CC=C1)SC (thioanisole). The solvent is C(Cl)(Cl)Cl (CHCl3). Run at time 2 hour. The product is C1(CCCC1)C(=O)C1=CC=C(C=C1)SC (Cyclopentyl-(4-(methylthio)phenyl)-methanone). The yield is 93.1%. As a reaction SMILES: [Cl-].[Al+3].[Cl-].[Cl-].[CH:5]1([C:10](Cl)=[O:11])[CH2:9][CH2:8][CH2:7][CH2:6]1.[C:13]1([S:19][CH3:20])[CH:18]=[CH:17][CH:16]=[CH:15][CH:14]=1>C(Cl)(Cl)Cl>[CH:5]1([C:10]([C:16]2[CH:17]=[CH:18][C:13]([S:19][CH3:20])=[CH:14][CH:15]=2)=[O:11])[CH2:9][CH2:8][CH2:7][CH2:6]1 |f:0.1.2.3|. Procedure: To a suspension of anhydrous aluminum chloride (9.3 g, 69.6 mmol) in 58 mL CHCl3 at 0° C. was added dropwise cyclopentanecarbonyl chloride (10.0 g, 75.4 mmol), followed by thioanisole (7.21 g, 58.0 mmol). The ice bath was removed and the mixture was stirred at room temperature for 2 h. Water (200 ml) was added with cooling, the layers were separated and the aqueous layer was extracted with CHCl3 (3×50 mL). The combined aqueous layers were dried over MgSO4, filtered and concentrated. The residue ... Reactants: OCN1C=C(C=C1)C#N (1-hydroxymethyl-3-cyano-1H-pyrole), S(=O)(Cl)Cl (thionyl chloride), ice water. Solvent: C(Cl)(Cl)Cl (chloroform). Reaction conditions: time 1 hour. Product: ClCN1C=C(C=C1)C#N (1-chloromethyl-3-cyano-1H-pyrole). RXN SMILES: O[CH2:2][N:3]1[CH:7]=[CH:6][C:5]([C:8]#[N:9])=[CH:4]1.S(Cl)([Cl:12])=O>C(Cl)(Cl)Cl>[Cl:12][CH2:2][N:3]1[CH:7]=[CH:6][C:5]([C:8]#[N:9])=[CH:4]1. Procedure: The obtained 1-hydroxymethyl-3-cyano-1H-pyrole was dissolved to 3 ml of chloroform, and 2 ml of thionyl chloride was added, followed by stirring at room temperature for 1 hour. After the reaction mixture was cooled to 0° C., it was poured into ice-water. The mixture was extracted with ethyl acetate. The organic layer was washed with saturated aqueous solution of sodium hydrogen carbonate, dried over anhydrous magnesium sulfate, and filtered. The filtrate was concentrated under reduced pressure a...